Task: describe an organic reaction: reactants, conditions, products, and yield. Dataset: the Open Reaction Database (ORD), a public repository of structured organic reaction records Starting materials: [Al+3], C1CCOC1, CC(Nc1cncc(-n2cnc3cc(C(=O)N4CCN(C)CC4)ccc32)n1)c1ccccc1, [H-], [H-], [H-], [H-], [Li+], [Na+], [OH-], O. Product: CC(Nc1cncc(-n2cnc3cc(CN4CCN(C)CC4)ccc32)n1)c1ccccc1. Reaction SMILES: [Al+3:35].[CH2:43]1[O:44][CH2:45][CH2:46][CH2:47]1.[CH3:1][N:2]1[CH2:3][CH2:4][N:5]([C:8](=[O:9])[c:10]2[cH:11][c:12]3[c:13]([n:14](-[c:17]4[cH:18][n:19][cH:20][c:21]([NH:23][CH:24]([CH3:25])[c:26]5[cH:27][cH:28][cH:29][cH:30][cH:31]5)[n:22]4)[cH:15][n:16]3)[cH:32][cH:33]2)[CH2:6][CH2:7]1.[H-:34].[H-:37].[H-:38].[H-:39].[Li+:36].[Na+:42].[OH-:41].[OH2:40]>>[CH3:1][N:2]1[CH2:3][CH2:4][N:5]([CH2:8][c:10]2[cH:11][c:12]3[c:13]([n:14](-[c:17]4[cH:18][n:19][cH:20][c:21]([NH:23][CH:24]([CH3:25])[c:26]5[cH:27][cH:28][cH:29][cH:30][cH:31]5)[n:22]4)[cH:15][n:16]3)[cH:32][cH:33]2)[CH2:6][CH2:7]1. Reactants: 30, OC1=NC(=NC(=C1CCO)C)S (4-hydroxy-2-mercapto-6-methyl-5-pyrimidineethanol), [OH-].[Na+] (sodium hydroxide), C(O)([O-])=O.[Na+] (sodium hydrogen carbonate), ClC(C(C)=O)C (3-chloro-2-butanone), [Cl-].C(C)[N+](CCC1=CC=CC=C1)(CC)CC (N,N,N-triethylbenzeneethanaminium chloride). Solvent: CC(C)=O (2-propanone), O (water), O1CCCC1 (tetrahydrofuran). Conditions: time 8 hour. Product: OCCC=1C(NC(=NC1C)SC(C(C)=O)C)=O (5-(2-hydroxyethyl)-6-methyl-2-[(1-methyl-2-oxopropyl)thio]-4(3H)-pyrimidinone), intermediate 7. As a reaction SMILES: [OH:1][C:2]1[C:7]([CH2:8][CH2:9][OH:10])=[C:6]([CH3:11])[N:5]=[C:4]([SH:12])[N:3]=1.[OH-].[Na+].C(=O)([O-])O.[Na+].Cl[CH:21]([CH3:25])[C:22](=[O:24])[CH3:23].[Cl-].C([N+](CC)(CC)CCC1C=CC=CC=1)C>O.O1CCCC1.CC(=O)C>[OH:10][CH2:9][CH2:8][C:7]1[C:2](=[O:1])[NH:3][C:4]([S:12][CH:21]([CH3:25])[C:22](=[O:24])[CH3:23])=[N:5][C:6]=1[CH3:11] |f:1.2,3.4,6.7|. Procedure details: A mixture of 30 parts of 4-hydroxy-2-mercapto-6-methyl-5-pyrimidineethanol, 6.8 parts of sodium hydroxide, 15 parts of sodium hydrogen carbonate and 100 parts of 2-propanone was stirred at room temperature and there were added 180 parts of tetrahydrofuran and 170 parts of water. Then there were added at once 25 parts of 3-chloro-2-butanone and 0.2 parts of N,N,N-triethylbenzeneethanaminium chloride and the whole was stirred and heated for 1 hour at 60° C. Stirring was continued overnight at room... The reactants are CCOC(=O)C=Cc1ccccc1, C=CC(=O)OCC, CC(=O)[O-], CC(=O)CC(C)=O, CCC(=O)O, [Na+], CC(=O)[O-], CC(=O)[O-], O, [Pd+2], c1ccccc1. Yields the product CCOC(=O)C=C(c1ccccc1)c1ccccc1. As a reaction SMILES: [C:32]([CH:33]=[CH:34][c:35]1[cH:36][cH:37][cH:38][cH:39][cH:40]1)(=[O:41])[O:42][CH2:43][CH3:44].[C:7]([O:8][CH2:9][CH3:10])(=[O:11])[CH:12]=[CH2:13].[CH3:15][C:16](=[O:17])[O-:18].[CH3:19][C:20]([CH2:21][C:22](=[O:23])[CH3:24])=[O:25].[CH3:26][CH2:27][C:28](=[O:29])[OH:30].[Na+:14].[O-:46][C:47]([CH3:48])=[O:49].[O-:50][C:51]([CH3:52])=[O:53].[O:31].[Pd+2:45].[cH:1]1[cH:2][cH:3][cH:4][cH:5][cH:6]1>>[c:1]1([C:34](=[CH:33][C:32](=[O:41])[O:42][CH2:43][CH3:44])[c:35]2[cH:36][cH:37][cH:38][cH:39][cH:40]2)[cH:2][cH:3][cH:4][cH:5][cH:6]1. Reactants: BrC1=CC(=C(C=C1)N)OC (4-Bromo-2-methoxy-phenylamine), O.C1(=CC=C(C=C1)S(=O)(=O)O)C (p-toluensulphonic acid monohydrate), N(=O)[O-].[Na+] (sodium nitrite), [I-].[K+] (potassium iodide). Run in O (water), C(C)#N (acetonitrile), O (water). Conditions: time 15 minute. The product is BrC1=CC(=C(C=C1)I)OC (4-Bromo-1-iodo-2-methoxybenzene). Isolated yield 52.1%. As a reaction SMILES: [Br:1][C:2]1[CH:7]=[CH:6][C:5](N)=[C:4]([O:9][CH3:10])[CH:3]=1.O.C1(C)C=CC(S(O)(=O)=O)=CC=1.N([O-])=O.[Na+].[I-:27].[K+]>C(#N)C.O>[Br:1][C:2]1[CH:7]=[CH:6][C:5]([I:27])=[C:4]([O:9][CH3:10])[CH:3]=1 |f:1.2,3.4,5.6|. Procedure: 4-Bromo-2-methoxy-phenylamine (2.02 g, 10 mmol) was added to a solution of p-toluensulphonic acid monohydrate (3.80 g, 20 mmol) in acetonitrile (30 mL). The mixture was cooled in an ice bath and treated with an solution of sodium nitrite (0.69 g, 10 mmol) and potassium iodide (4.15 g, 25 mmol) in water (7 mL) over 15 min maintaining the internal temperature below 10° C. After stirring at that temperature for 15 min and then for 0.5 h at room temperature, the reaction mixture was diluted with wat...